This data is from the Open Reaction Database (ORD), a public repository of structured organic reaction records. The task is: describe an organic reaction: reactants, conditions, products, and yield The reactants are CCOC(=O)N1c2ccc(OC)nc2C(Nc2ncc(N3CCOCC3)c(Cc3cc(C(F)(F)F)cc(C(F)(F)F)c3)n2)CC1CC, C[Si](C)(C)Cl, CCOC(C)=O, CC#N, [I-], [Na+], [Na+], [Na+], O=S([O-])([O-])=S. Yields the product CCOC(=O)N1c2ccc(O)nc2C(Nc2ncc(N3CCOCC3)c(Cc3cc(C(F)(F)F)cc(C(F)(F)F)c3)n2)CC1CC. Reaction SMILES: [CH2:6]([CH3:7])[O:8][C:9](=[O:10])[N:11]1[CH:12]([CH2:51][CH3:52])[CH2:13][CH:14]([NH:23][c:24]2[n:25][cH:26][c:27]([N:45]3[CH2:46][CH2:47][O:48][CH2:49][CH2:50]3)[c:28]([CH2:30][c:31]3[cH:32][c:33]([C:41]([F:42])([F:43])[F:44])[cH:34][c:35]([C:37]([F:38])([F:39])[F:40])[cH:36]3)[n:29]2)[c:15]2[n:16][c:17]([O:21][CH3:22])[cH:18][cH:19][c:20]21.[CH3:1][Si:2]([Cl:3])([CH3:4])[CH3:5].[CH3:62][CH2:63][O:64][C:65](=[O:66])[CH3:67].[CH3:68][C:69]#[N:70].[I-:54].[Na+:53].[Na+:60].[Na+:61].[S:55]([O-:56])([O-:57])(=[O:58])=[S:59]>>[CH2:6]([CH3:7])[O:8][C:9](=[O:10])[N:11]1[CH:12]([CH2:51][CH3:52])[CH2:13][CH:14]([NH:23][c:24]2[n:25][cH:26][c:27]([N:45]3[CH2:46][CH2:47][O:48][CH2:49][CH2:50]3)[c:28]([CH2:30][c:31]3[cH:32][c:33]([C:41]([F:42])([F:43])[F:44])[cH:34][c:35]([C:37]([F:38])([F:39])[F:40])[cH:36]3)[n:29]2)[c:15]2[n:16][c:17]([OH:21])[cH:18][cH:19][c:20]21. Starting materials: C(C)OC([C@H](CC1=CC=C(C=C1)OCCC1=CC=C(C=C1)OS(=O)(=O)C)OCC)=O ((S)-2-ethoxy-3-[4-(2-{4-methanesulfonyloxyphenyl} ethoxy)phenyl]-propanoic acid ethyl ester), O.[OH-].[Li+] (lithium hydroxide hydrate), O.[OH-].[Li+] (Lithium hydroxide hydrate), O.[OH-].[Li+] (lithium hydroxide hydrate). The solvent is O1CCCC1 (tetrahydrofuran), O (water), O (water), O (water), O (water). Run at temperature 20 celsius, time 15 hour. Product: C(C)O[C@H](C(=O)O)CC1=CC=C(C=C1)OCCC1=CC=C(C=C1)OS(=O)(=O)C ((S)-2-ethoxy-3-[4-(2-{4-methanesulfonyloxyphenyl}-ethoxy)phenyl]propanoic acid). Isolated yield 88.8%. Reaction SMILES: O.[OH-].[Li+].C([O:6][C:7](=[O:33])[C@@H:8]([O:30][CH2:31][CH3:32])[CH2:9][C:10]1[CH:15]=[CH:14][C:13]([O:16][CH2:17][CH2:18][C:19]2[CH:24]=[CH:23][C:22]([O:25][S:26]([CH3:29])(=[O:28])=[O:27])=[CH:21][CH:20]=2)=[CH:12][CH:11]=1)C>O.O1CCCC1>[CH2:31]([O:30][C@@H:8]([CH2:9][C:10]1[CH:11]=[CH:12][C:13]([O:16][CH2:17][CH2:18][C:19]2[CH:20]=[CH:21][C:22]([O:25][S:26]([CH3:29])(=[O:27])=[O:28])=[CH:23][CH:24]=2)=[CH:14][CH:15]=1)[C:7]([OH:33])=[O:6])[CH3:32] |f:0.1.2|. Procedure details: Lithium hydroxide hydrate (0.229 g; 5.45 mmole) dissolved in water (6 ml) was slowly added to a mixture of (S)-2-ethoxy-3-[4-(2-{4-methanesulfonyloxyphenyl} ethoxy)phenyl]-propanoic acid ethyl ester (2.29 g; 5.24 mmole) in tetrahydrofuran (50 ml) and water (10 ml) at 5° C. The reaction mixture was stirred at 5° C. for 2.5 hours, at 20° C. for 3 hours, at 0° C. for 15 hours and at 20° C. for 3,5 hours. More lithium hydroxide hydrate (44 mg, 1.05 mmole) dissolved in water (1 ml) was added at 10° C...